The task is: describe an organic reaction: reactants, conditions, products, and yield. This data is from the Open Reaction Database (ORD), a public repository of structured organic reaction records. Starting materials: ClC1=C(CCl)C=CC(=C1)Cl (2,4-Dichlorobenzyl chloride), [I-].[K+] (potassium iodide). Run in CC(=O)C (acetone). The product is ClC1=C(CI)C=CC(=C1)Cl (2,4-dichlorobenzyl iodide). Yield: 100.2%. RXN SMILES: [Cl:1][C:2]1[CH:9]=[C:8]([Cl:10])[CH:7]=[CH:6][C:3]=1[CH2:4]Cl.[I-:11].[K+]>CC(C)=O>[Cl:1][C:2]1[CH:9]=[C:8]([Cl:10])[CH:7]=[CH:6][C:3]=1[CH2:4][I:11] |f:1.2|. Procedure: 2,4-Dichlorobenzyl chloride (23.45 g) and potassium iodide (47.88 g) are stirred in acetone (100 ml) at room temperature for 24 hours. After concentrated, this is extracted with t-butyl methyl ether (300 ml) and water (100 ml). The extract is washed with water, dried and concentrated to obtain 2,4-dichlorobenzyl iodide (34.49 g). Starting materials: C1(=CC=CC=C1)OC(=O)N1CC(CC1)C(C1=CC=CC=C1)(C1=CC=CC=C1)C#N (3-(cyanodiphenylmethyl)-1-pyrrolidinecarboxylic acid phenyl ester), [OH-].[Na+] (sodium hydroxide). Run in S(O)(O)(=O)=O (sulfuric acid). Yields the product C1(=CC=CC=C1)C(C(=O)N)(C1CNCC1)C1=CC=CC=C1 (α,α-Diphenyl-3-pyrrolidineacetamide). Yield: 65.0%. Reaction SMILES: C1(OC([N:10]2[CH2:14][CH2:13][CH:12]([C:15]([C:28]#[N:29])([C:22]3[CH:27]=[CH:26][CH:25]=[CH:24][CH:23]=3)[C:16]3[CH:21]=[CH:20][CH:19]=[CH:18][CH:17]=3)[CH2:11]2)=O)C=CC=CC=1.[OH-:30].[Na+]>S(=O)(=O)(O)O>[C:16]1([C:15]([C:22]2[CH:27]=[CH:26][CH:25]=[CH:24][CH:23]=2)([CH:12]2[CH2:13][CH2:14][NH:10][CH2:11]2)[C:28]([NH2:29])=[O:30])[CH:17]=[CH:18][CH:19]=[CH:20][CH:21]=1 |f:1.2|. Reported procedure: A solution of 3.0 g (0.008 mole) of 3-(cyanodiphenylmethyl)-1-pyrrolidinecarboxylic acid phenyl ester in 100 ml of 90% sulfuric acid was stirred at 70° C. for 20 hr. The reaction mixture was cooled, poured over ice and basified by adding, alternately, 50% sodium hydroxide and ice. The mixture was extracted with chloroform. The chloroform extract was washed with water, dried over sodium sulfate and concentrated in vacuo. The residue was crystallized in ethyl acetate. Recrystallization from ethyl ... The reactants are COc1cccc(C2=CCCN(CCc3ccccc3)C2)c1, Cl, [NH4+], [OH-], O, c1cc[nH+]cc1. Yields the product Oc1cccc(C2=CCCN(CCc3ccccc3)C2)c1. RXN SMILES: [CH3:1][O:2][c:3]1[cH:4][c:5]([C:9]2=[CH:14][CH2:13][CH2:12][N:11]([CH2:15][CH2:16][c:17]3[cH:18][cH:19][cH:20][cH:21][cH:22]3)[CH2:10]2)[cH:6][cH:7][cH:8]1.[ClH:23].[NH4+:30].[OH-:31].[OH2:32].[nH+:24]1[cH:25][cH:26][cH:27][cH:28][cH:29]1>>[OH:2][c:3]1[cH:4][c:5]([C:9]2=[CH:14][CH2:13][CH2:12][N:11]([CH2:15][CH2:16][c:17]3[cH:18][cH:19][cH:20][cH:21][cH:22]3)[CH2:10]2)[cH:6][cH:7][cH:8]1. The reactants are BrC1=C2CCCC2=CC=2C=C(CC12)CC1CCCCC1 (4-bromo-6-(cyclohexylmethyl)-1,2,3,5-tetrahydro-s-indacene), C(C)(C)(C)C1=CC=C(C=C1)B(O)O (4-tert-butylphenylboronic acid), [O-]P(=O)([O-])[O-].[K+].[K+].[K+] (K3PO4), C1(CCCCC1)P(C1=C(C=CC=C1)C1=C(C=CC=C1OC)OC)C1CCCCC1 (dicyclohexyl(2′,6′-dimethoxybiphenyl-2-yl)phosphine). The reagents and catalysts are C=1C=CC(=CC1)/C=C/C(=O)/C=C/C2=CC=CC=C2.C=1C=CC(=CC1)/C=C/C(=O)/C=C/C2=CC=CC=C2.[Pd] (Pd(dba)2). Run in O (water), C1(=CC=CC=C1)C (toluene). Run at temperature 100 celsius, time 12 hour. Product: C(C)(C)(C)C1=CC=C(C=C1)C1=C2CCCC2=CC=2C=C(CC12)CC1CCCCC1 (4-(4-tert-Butylphenyl)-6-(cyclohexylmethyl)-1,2,3,5-tetrahydro-s-indacene). As a reaction SMILES: Br[C:2]1[C:13]2[CH2:12][C:11]([CH2:14][CH:15]3[CH2:20][CH2:19][CH2:18][CH2:17][CH2:16]3)=[CH:10][C:9]=2[CH:8]=[C:7]2[C:3]=1[CH2:4][CH2:5][CH2:6]2.[C:21]([C:25]1[CH:30]=[CH:29][C:28](B(O)O)=[CH:27][CH:26]=1)([CH3:24])([CH3:23])[CH3:22].[O-]P([O-])([O-])=O.[K+].[K+].[K+].C1(P(C2CCCCC2)C2C=CC=CC=2C2C(OC)=CC=CC=2OC)CCCCC1>C1C=CC(/C=C/C(/C=C/C2C=CC=CC=2)=O)=CC=1.C1C=CC(/C=C/C(/C=C/C2C=CC=CC=2)=O)=CC=1.[Pd].O.C1(C)C=CC=CC=1>[C:21]([C:25]1[CH:30]=[CH:29][C:28]([C:2]2[C:13]3[CH2:12][C:11]([CH2:14][CH:15]4[CH2:20][CH2:19][CH2:18][CH2:17][CH2:16]4)=[CH:10][C:9]=3[CH:8]=[C:7]3[C:3]=2[CH2:4][CH2:5][CH2:6]3)=[CH:27][CH:26]=1)([CH3:24])([CH3:23])[CH3:22] |f:2.3.4.5,7.8.9|. Procedure details: In argon atmosphere, a mixture of 34.6 g (105 mmol) of 4-bromo-6-(cyclohexylmethyl)-1,2,3,5-tetrahydro-s-indacene, 22.4 g (126 mmol) 4-tert-butylphenylboronic acid, 66.8 g (315 mmol) of K3PO4, 1.21 g (21 mmol) of Pd(dba)2, 1.73 g (42 mmol) of dicyclohexyl(2′,6′-dimethoxybiphenyl-2-yl)phosphine and 350 ml of toluene was stirred for 12 h at 100° C. The resulting mixture was cooled to room temperature, and then 600 ml of water was added. The organic layer was separated, and the aqueous layer was ex... The reactants are Cl (hydrochloric acid), C(C)OC(=O)C=1C=C2CC(C(NC2=CC1)C1=CC(=CC=C1)NC(C(=O)N1CCN(CC1)C)(C)C)(C)C (2-{3-[1,1-dimethyl-2-(4-methyl-piperazin-1-yl)-2-oxo-ethylamino]-phenyl}-3,3-dimethyl-1,2,3,4-tetrahydro-quinoline-6-carboxylic acid ethyl ester). Run in CO (methanol), O1CCCC1 (tetrahydrofuran), [OH-].[Na+] (sodium hydroxide), O (water). Run at temperature 50 celsius, time 12 hour. Yields the product CC(C(=O)N1CCN(CC1)C)(C)NC=1C=C(C=CC1)C1NC2=CC=C(C=C2CC1(C)C)C(=O)O (2-{3-[1,1-dimethyl-2-(4-methyl-piperazin-1-yl)-2-oxo-ethylamino]-phenyl}-3,3-dimethyl-1,2,3,4-tetrahydro-quinoline-6-carboxylic acid). Yield: 0.5%. RXN SMILES: C([O:3][C:4]([C:6]1[CH:7]=[C:8]2[C:13](=[CH:14][CH:15]=1)[NH:12][CH:11]([C:16]1[CH:21]=[CH:20][CH:19]=[C:18]([NH:22][C:23]([CH3:34])([CH3:33])[C:24]([N:26]3[CH2:31][CH2:30][N:29]([CH3:32])[CH2:28][CH2:27]3)=[O:25])[CH:17]=1)[C:10]([CH3:36])([CH3:35])[CH2:9]2)=[O:5])C.Cl>CO.O1CCCC1.[OH-].[Na+].O>[CH3:34][C:23]([NH:22][C:18]1[CH:17]=[C:16]([CH:11]2[C:10]([CH3:35])([CH3:36])[CH2:9][C:8]3[C:13](=[CH:14][CH:15]=[C:6]([C:4]([OH:5])=[O:3])[CH:7]=3)[NH:12]2)[CH:21]=[CH:20][CH:19]=1)([CH3:33])[C:24]([N:26]1[CH2:27][CH2:28][N:29]([CH3:32])[CH2:30][CH2:31]1)=[O:25] |f:4.5|. Reported procedure: A mixture of 2-{3-[1,1-dimethyl-2-(4-methyl-piperazin-1-yl)-2-oxo-ethylamino]-phenyl}-3,3-dimethyl-1,2,3,4-tetrahydro-quinoline-6-carboxylic acid ethyl ester (0.895 g, 1.8 mmol) in methanol (10 mL) and tetrahydrofuran (20 mL), 30% sodium hydroxide in water (5 mL) was stirred at 50° C. for 12 h. The mixture was neutralized with a 3 N aqueous hydrochloric acid solution and extracted with ethyl acetate (2×100 mL), washed with water, dried over anhydrous sodium sulfate and then concentrated in vacuo... The reactants are COc1ccc(-c2nc[nH]c2-c2ccc(OC)cc2)cc1, CI, CN(C)C=O, [H-], [Na+], O. The product is COc1ccc(-c2ncn(C)c2-c2ccc(OC)cc2)cc1. Reaction SMILES: [CH3:1][O:2][c:3]1[cH:4][cH:5][c:6](-[c:9]2[n:10][cH:11][nH:12][c:13]2-[c:14]2[cH:15][cH:16][c:17]([O:20][CH3:21])[cH:18][cH:19]2)[cH:7][cH:8]1.[CH3:24][I:25].[CH3:27][N:28]([CH3:29])[CH:30]=[O:31].[H-:22].[Na+:23].[OH2:26]>>[CH3:1][O:2][c:3]1[cH:4][cH:5][c:6](-[c:9]2[n:10]([CH3:24])[cH:11][n:12][c:13]2-[c:14]2[cH:15][cH:16][c:17]([O:20][CH3:21])[cH:18][cH:19]2)[cH:7][cH:8]1.